From a dataset of the Open Reaction Database (ORD), a public repository of structured organic reaction records. describe an organic reaction: reactants, conditions, products, and yield Starting materials: C[Si]([N-][Si](C)(C)C)(C)C.[Li+] (lithium hexamethyl disilazide), [OH-].[Na+] (sodium hydroxide), C(C)(C)(C)OC(=O)N1CC(CCC1)C(=O)OC\C=C/C (piperidine-1,3-dicarboxylic acid 3-((Z)-but-2-enyl)ester 1-tert-butyl ester), C[Si](C)(C)Cl (trimethylsilyl chloride). Run in O1CCCC1 (tetrahydrofuran), O (water). Run at temperature 0 celsius, time 25 minute. Product: C(C)(C)(C)OC(=O)N1CC(CCC1)(C(=O)O)C(C=C)C (3-(1-Methyl-allyl)-piperidine-1,3-dicarboxylic acid 1-tert-butyl ester). Isolated yield 124.5%. Reaction SMILES: [C:1]([O:5][C:6]([N:8]1[CH2:13][CH2:12][CH2:11][CH:10]([C:14]([O:16]C/C=C\C)=[O:15])[CH2:9]1)=[O:7])([CH3:4])([CH3:3])[CH3:2].C[Si](C)(C)[N-][Si](C)(C)C.[Li+].C[Si](Cl)(C)C.[OH-].[Na+]>O1CCCC1.O>[C:1]([O:5][C:6]([N:8]1[CH2:13][CH2:12][CH2:11][C:10]([CH:11]([CH3:12])[CH:10]=[CH2:9])([C:14]([OH:16])=[O:15])[CH2:9]1)=[O:7])([CH3:2])([CH3:3])[CH3:4] |f:1.2,4.5|. Procedure: To a solution of piperidine-1,3-dicarboxylic acid 3-((Z)-but-2-enyl)ester 1-tert-butyl ester (68.3 g) in tetrahydrofuran (700 ml) cooled to −74° C. was added lithium hexamethyl disilazide (1.6M tetrahydrofuran solution, 166 ml). The reaction mixture was warmed to 0° C. over 35 minutes, stirred at the same temperature for additional 25 minutes, and cooled to −74° C. again. To the mixture was added trimethylsilyl chloride (39.6 ml). The reaction mixture was warmed to room temperature over 70 minut... Reactants: O=C1CCC(=O)N1Br, O=C([O-])O, ClCCl, Cc1cc(OCc2ccc(F)cc2F)cc(=O)n1-c1ccccc1C(F)(F)F, [Na+]. The product is Cc1cc(OCc2ccc(F)cc2F)c(Br)c(=O)n1-c1ccccc1C(F)(F)F. As a reaction SMILES: [Br:1][N:2]1[C:3](=[O:4])[CH2:5][CH2:6][C:7]1=[O:8].[C:37](=[O:38])([OH:39])[O-:40].[Cl:42][CH2:43][Cl:44].[F:9][c:10]1[c:11]([CH2:12][O:13][c:14]2[cH:15][c:16](=[O:31])[n:17](-[c:21]3[c:22]([C:27]([F:28])([F:29])[F:30])[cH:23][cH:24][cH:25][cH:26]3)[c:18]([CH3:20])[cH:19]2)[cH:32][cH:33][c:34]([F:36])[cH:35]1.[Na+:41]>>[Br:1][c:15]1[c:14]([O:13][CH2:12][c:11]2[c:10]([F:9])[cH:35][c:34]([F:36])[cH:33][cH:32]2)[cH:19][c:18]([CH3:20])[n:17](-[c:21]2[c:22]([C:27]([F:28])([F:29])[F:30])[cH:23][cH:24][cH:25][cH:26]2)[c:16]1=[O:31]. The reactants are O1NC(NC(C1)=S)=O (6H-1,2,4-oxadiazin-3(2H)-one-5(4H)-thione), N1CCCCC1 (piperidine). Solvent: O1CCOCC1 (dioxane). Conditions: time 17 hour. The product is N1(CCCCC1)C1=NC(NOC1)=O (5-(1-piperidinyl)-6H-1,2,4-oxadiazin-3(2H)-one). Isolated yield 53.5%. RXN SMILES: [O:1]1[CH2:6][C:5](=S)[NH:4][C:3](=[O:8])[NH:2]1.[NH:9]1[CH2:14][CH2:13][CH2:12][CH2:11][CH2:10]1>O1CCOCC1>[N:9]1([C:5]2[CH2:6][O:1][NH:2][C:3](=[O:8])[N:4]=2)[CH2:14][CH2:13][CH2:12][CH2:11][CH2:10]1. Procedure: To a solution of 0.7 g (0.005 mole) of 6H-1,2,4-oxadiazin-3(2H)-one-5(4H)-thione in 10 ml of dry freshly distilled dioxane is added 0.44 g (0.0052 mole) of piperidine. After stirring for 17 hours at room temperature, the solution is filtered, washed with chloroform and dried to give a yield of 0.49 g (54 percent) of 5-(1-piperidinyl)-6H-1,2,4-oxadiazin-3(2H)-one. Starting materials: BrC(Br)(Br)Br, CC(C)Cc1ccc(-c2nc(-c3cc4c(o3)CCCC4O)no2)cc1, CCN(C(C)C)C(C)C, Cl, CCOC(=O)C1CNC1, c1ccc(P(c2ccccc2)c2ccccc2)cc1. Yields the product CCOC(=O)C1CN(C2CCCc3oc(-c4noc(-c5ccc(CC(C)C)cc5)n4)cc32)C1. As a reaction SMILES: [C:26]([Br:27])([Br:28])([Br:29])[Br:30].[CH2:1]([CH:2]([CH3:3])[CH3:4])[c:5]1[cH:6][cH:7][c:8](-[c:11]2[n:12][c:13](-[c:16]3[o:17][c:18]4[c:19]([cH:20]3)[CH:21]([OH:25])[CH2:22][CH2:23][CH2:24]4)[n:14][o:15]2)[cH:9][cH:10]1.[CH:60]([N:61]([CH2:62][CH3:63])[CH:64]([CH3:65])[CH3:66])([CH3:67])[CH3:68].[ClH:50].[NH:51]1[CH2:52][CH:53]([C:55](=[O:56])[O:57][CH2:58][CH3:59])[CH2:54]1.[c:31]1([P:32]([c:33]2[cH:34][cH:35][cH:36][cH:37][cH:38]2)[c:39]2[cH:40][cH:41][cH:42][cH:43][cH:44]2)[cH:45][cH:46][cH:47][cH:48][cH:49]1>>[CH2:1]([CH:2]([CH3:3])[CH3:4])[c:5]1[cH:6][cH:7][c:8](-[c:11]2[n:12][c:13](-[c:16]3[o:17][c:18]4[c:19]([cH:20]3)[CH:21]([N:51]3[CH2:52][CH:53]([C:55](=[O:56])[O:57][CH2:58][CH3:59])[CH2:54]3)[CH2:22][CH2:23][CH2:24]4)[n:14][o:15]2)[cH:9][cH:10]1. Reactants: OCCBr, O=C([O-])[O-], CC#N, [K+], [K+], O=Cc1cn[nH]c1. Yields the product O=Cc1cnn(CCO)c1. RXN SMILES: [Br:8][CH2:9][CH2:10][OH:11].[C:12](=[O:13])([O-:14])[O-:15].[CH3:18][C:19]#[N:20].[K+:16].[K+:17].[nH:1]1[n:2][cH:3][c:4]([CH:6]=[O:7])[cH:5]1>>[n:1]1([CH2:9][CH2:10][OH:11])[n:2][cH:3][c:4]([CH:6]=[O:7])[cH:5]1. The reactants are NCC(O)C1=C(C=CC(=C1)C(F)(F)F)C1=C(C=CC(=C1)C(C)C)OC (2-amino-1-[5′-isopropyl-2′-methoxy-4-(trifluoromethyl)biphenyl-2-yl]ethanol), C(C)(C)N(CC)C(C)C (diisopropylethylamine), ClC(Cl)(OC(OC(Cl)(Cl)Cl)=O)Cl (triphosgene). Run in CCOC(=O)C (EtOAc), C(=O)(O)[O-].[Na+] (NaHCO3), C(Cl)Cl (CH2Cl2). Reaction conditions: temperature 0 celsius, time 30 minute. Product: C(C)(C)C=1C=CC(=C(C1)C1=C(C=C(C=C1)C(F)(F)F)C1CNC(O1)=O)OC (5-[5′-isopropyl-2′-methoxy-4-(trifluoromethyl)biphenyl-2-yl]-1,3-oxazolidin-2-one). Reaction SMILES: [NH2:1][CH2:2][CH:3]([C:5]1[CH:10]=[C:9]([C:11]([F:14])([F:13])[F:12])[CH:8]=[CH:7][C:6]=1[C:15]1[CH:20]=[C:19]([CH:21]([CH3:23])[CH3:22])[CH:18]=[CH:17][C:16]=1[O:24][CH3:25])[OH:4].C(N(C(C)C)CC)(C)C.Cl[C:36](Cl)([O:38]C(=O)OC(Cl)(Cl)Cl)Cl>C(Cl)Cl.CCOC(C)=O.C([O-])(O)=O.[Na+]>[CH:21]([C:19]1[CH:18]=[CH:17][C:16]([O:24][CH3:25])=[C:15]([C:6]2[CH:7]=[CH:8][C:9]([C:11]([F:13])([F:14])[F:12])=[CH:10][C:5]=2[CH:3]2[O:4][C:36](=[O:38])[NH:1][CH2:2]2)[CH:20]=1)([CH3:23])[CH3:22] |f:5.6|. Procedure details: To a 0° C. solution of 0.44 g of 2-amino-1-[5′-isopropyl-2′-methoxy-4-(trifluoromethyl)biphenyl-2-yl]ethanol in 15 mL of CH2Cl2 was added 0.241 g of diisopropylethylamine, then 0.185 g of triphosgene. The mixture was stirred at 0° C. for 30 min, and then diluted with 30 mL of EtOAc and 20 mL of saturated NaHCO3. The phases were separated and the organic phase was washed with 20 mL of brine, dried (Na2SO4), and concentrated. The residue was purified by flash chromatography on a Biotage Horizon, 4... Starting materials: C1COCCN1, O=C1CCCCC1, O, Cc1ccccc1S(=O)(=O)O, c1ccccc1. The product is C1=C(N2CCOCC2)CCCC1. RXN SMILES: [CH2:8]1[CH2:9][O:10][CH2:11][CH2:12][NH:13]1.[O:1]=[C:2]1[CH2:3][CH2:4][CH2:5][CH2:6][CH2:7]1.[OH2:25].[c:14]1([CH3:15])[c:16]([S:17]([OH:18])(=[O:19])=[O:20])[cH:21][cH:22][cH:23][cH:24]1.[cH:26]1[cH:27][cH:28][cH:29][cH:30][cH:31]1>>[C:2]1([N:13]2[CH2:8][CH2:9][O:10][CH2:11][CH2:12]2)=[CH:3][CH2:4][CH2:5][CH2:6][CH2:7]1.